The task is: describe an organic reaction: reactants, conditions, products, and yield. This data is from the Open Reaction Database (ORD), a public repository of structured organic reaction records. The reactants are FC=1C=C(C=C(C1)F)[C@H](CCO)C1CCS(CC1)(=O)=O ((3R)-3-(3,5-difluorophenyl)-3-(1,1-dioxidotetrahydro-2H-thiopyran-4-yl)propan-1-ol), CC(=O)OI1(C=2C=CC=CC2C(=O)O1)(OC(=O)C)OC(=O)C (Dess-Martin periodinane). Solvent: ClCCl (dichloromethane). Conditions: time 2 hour. Yields the product FC=1C=C(C=C(C1)F)[C@H](CC=O)C1CCS(CC1)(=O)=O ((3R)-3-(3,5-difluorophenyl)-3-(1,1-dioxidotetrahydro-2H-thiopyran-4-yl)propanal). As a reaction SMILES: [F:1][C:2]1[CH:3]=[C:4]([C@@H:9]([CH:13]2[CH2:18][CH2:17][S:16](=[O:20])(=[O:19])[CH2:15][CH2:14]2)[CH2:10][CH2:11][OH:12])[CH:5]=[C:6]([F:8])[CH:7]=1.CC(OI1(OC(C)=O)(OC(C)=O)OC(=O)C2C=CC=CC1=2)=O>ClCCl>[F:8][C:6]1[CH:5]=[C:4]([C@@H:9]([CH:13]2[CH2:14][CH2:15][S:16](=[O:20])(=[O:19])[CH2:17][CH2:18]2)[CH2:10][CH:11]=[O:12])[CH:3]=[C:2]([F:1])[CH:7]=1. Procedure details: To a solution of (3R)-3-(3,5-difluorophenyl)-3-(1,1-dioxidotetrahydro-2H-thiopyran-4-yl)propan-1-ol (1.26 g) in dichloromethane (10 ml) was added Dess-Martin periodinane (588 mg) in one portion. The resulting mixture was stirred at room temperature for 2 hours. The mixture was partitioned between 1N NaOH solution and dichloromethane. The organics were dried and evaporated to give the title compound as an oil, which was subsequently used without further purification. The reactants are CC(=O)CCC(=O)O, OCCC1=CCc2ccccc21, c1ccccc1. Yields the product CC1(CCC(=O)O)OCCC2=C1Cc1ccccc12. As a reaction SMILES: [C:13]([CH2:14][CH2:15][C:16](=[O:17])[CH3:18])(=[O:19])[OH:20].[CH2:1]1[CH:2]=[C:3]([CH2:10][CH2:11][OH:12])[c:4]2[cH:5][cH:6][cH:7][cH:8][c:9]21.[cH:21]1[cH:22][cH:23][cH:24][cH:25][cH:26]1>>[CH2:1]1[C:2]2=[C:3]([c:4]3[cH:5][cH:6][cH:7][cH:8][c:9]31)[CH2:10][CH2:11][O:12][C:16]2([CH2:15][CH2:14][C:13](=[O:19])[OH:20])[CH3:18]. Starting materials: C1(=CC=CC=C1)C=1C(NC=CC1)=O (3-phenyl-2-(1H)-pyridone), P(=O)(Cl)(Cl)Cl (phosphorus oxychloride), [OH-].[NH4+] (ammonium hydroxide). Solvent: ice. Yields the product ClC1=NC=CC=C1C1=CC=CC=C1 (2-chloro-3-phenylpyridine). The yield is 31.0%. Reaction SMILES: [C:1]1([C:7]2[C:8](=O)[NH:9][CH:10]=[CH:11][CH:12]=2)[CH:6]=[CH:5][CH:4]=[CH:3][CH:2]=1.P(Cl)(Cl)([Cl:16])=O.[OH-].[NH4+]>>[Cl:16][C:8]1[C:7]([C:1]2[CH:6]=[CH:5][CH:4]=[CH:3][CH:2]=2)=[CH:12][CH:11]=[CH:10][N:9]=1 |f:2.3|. Reported procedure: A solution of 3-phenyl-2-(1H)-pyridone (VIII; 20.0 g, 0.12 mole) and phosphorus oxychloride (300 mL) was refluxed for 6 hr and then slowly poured over crushed ice (300 mL). The resulting solution was made basic with ammonium hydroxide which led to formation of a precipitate. The mixture was extracted with ethyl ether (3×500 mL) and the combined organic extracts were dried (Na2SO4). Concentration in vacuo gave a solid which was recrystallized from ethyl acetate to yield 7.0 g (31%) of 2-chloro-3-... Reactants: CC(C)=O, COc1cccc(CBr)c1, Oc1ccc2nc(Cl)ccc2c1, O. Product: COc1cccc(COc2ccc3nc(Cl)ccc3c2)c1. As a reaction SMILES: [CH3:13][C:14]([CH3:15])=[O:16].[CH3:17][O:18][c:19]1[cH:20][c:21]([CH2:22][Br:23])[cH:24][cH:25][cH:26]1.[Cl:1][c:2]1[n:3][c:4]2[cH:5][cH:6][c:7]([OH:12])[cH:8][c:9]2[cH:10][cH:11]1.[OH2:27]>>[Cl:1][c:2]1[n:3][c:4]2[cH:5][cH:6][c:7]([O:12][CH2:22][c:21]3[cH:20][c:19]([O:18][CH3:17])[cH:26][cH:25][cH:24]3)[cH:8][c:9]2[cH:10][cH:11]1. Starting materials: O=C(CBr)c1ccccc1, CC#N, [Na], O, c1nc[nH]n1. The product is CC(=O)c1ccccc1. Reaction SMILES: [Br:1][CH2:2][C:3](=[O:4])[c:5]1[cH:6][cH:7][cH:8][cH:9][cH:10]1.[CH3:18][C:19]#[N:20].[Na:16].[OH2:17].[nH:11]1[cH:12][n:13][cH:14][n:15]1>>[CH3:2][C:3](=[O:4])[c:5]1[cH:6][cH:7][cH:8][cH:9][cH:10]1. Starting materials: BrC=1C=2N(N=C(C1)Cl)C=CN2 (8-bromo-6-chloroimidazo[1,2-b]pyridazine), CC1N(CCC1)C1=CC=CC(=N1)N (6-(2-methylpyrrolidin-1-yl)pyridin-2-amine), C=1C=CC(=CC1)P(C=2C=CC=CC2)C3=CC=C4C=CC=CC4=C3C5=C6C=CC=CC6=CC=C5P(C=7C=CC=CC7)C=8C=CC=CC8 (BINAP), C(=O)([O-])[O-].[Cs+].[Cs+] (Cs2CO3). The reagents and catalysts are C=1C=CC(=CC1)/C=C/C(=O)/C=C/C2=CC=CC=C2.C=1C=CC(=CC1)/C=C/C(=O)/C=C/C2=CC=CC=C2.C=1C=CC(=CC1)/C=C/C(=O)/C=C/C2=CC=CC=C2.[Pd].[Pd] (Pd2(dba)3). Run in O1CCOCC1 (dioxane). Reaction conditions: temperature 100 celsius. Product: ClC=1C=C(C=2N(N1)C=CN2)NC2=NC(=CC=C2)N2C(CCC2)C (6-chloro-N-(6-(2-methylpyrrolidin-1-yl)pyridin-2-yl)imidazo[1,2-b]pyridazin-8-amine). The yield is 84.9%. Reaction SMILES: Br[C:2]1[C:3]2[N:4]([CH:9]=[CH:10][N:11]=2)[N:5]=[C:6]([Cl:8])[CH:7]=1.[CH3:12][CH:13]1[CH2:17][CH2:16][CH2:15][N:14]1[C:18]1[N:23]=[C:22]([NH2:24])[CH:21]=[CH:20][CH:19]=1.C1C=CC(P(C2C(C3C(P(C4C=CC=CC=4)C4C=CC=CC=4)=CC=C4C=3C=CC=C4)=C3C(C=CC=C3)=CC=2)C2C=CC=CC=2)=CC=1.C([O-])([O-])=O.[Cs+].[Cs+]>O1CCOCC1.C1C=CC(/C=C/C(/C=C/C2C=CC=CC=2)=O)=CC=1.C1C=CC(/C=C/C(/C=C/C2C=CC=CC=2)=O)=CC=1.C1C=CC(/C=C/C(/C=C/C2C=CC=CC=2)=O)=CC=1.[Pd].[Pd]>[Cl:8][C:6]1[CH:7]=[C:2]([NH:24][C:22]2[CH:21]=[CH:20][CH:19]=[C:18]([N:14]3[CH2:15][CH2:16][CH2:17][CH:13]3[CH3:12])[N:23]=2)[C:3]2[N:4]([CH:9]=[CH:10][N:11]=2)[N:5]=1 |f:3.4.5,7.8.9.10.11|. Procedure: A mixture of 8-bromo-6-chloroimidazo[1,2-b]pyridazine (1.0 g, 4.3 mmol), 6-(2-methylpyrrolidin-1-yl)pyridin-2-amine (0.84 g, 4.73 mmol), Pd2(dba)3 (0.247 g, 0.43 mmol), BINAP (0.536 g, 0.86 mmol) and Cs2CO3 (4.21 g, 12.9 mmol) in dioxane (30 mL) was heated to 100° C. for 16 h in a sealed tube under N2 atmosphere then concentrated in vacuo. The residue was purified by chromatography (silica gel, 10 g, 200˜300 mesh, ethyl acetate:petroleum ether=1:15) to afford 6-chloro-N-(6-(2-methylpyrrolidin-1-... The reactants are Cl.ClC1=CC=C(C(C2=CC=CC=C2)N)C=C1 (rac-4-chlorobenzhydrylamine hydrochloride), ClC1=CC=C(C=C1)CCC(=O)NCC(=O)O ([3-(4-chloro-phenyl)-propionylamino]-acetic acid). Yields the product ClC1=CC=C(C=C1)CCC(=O)NCC(NC(C1=CC=CC=C1)C1=CC=C(C=C1)Cl)=O (rac-3-(4-Chloro-phenyl)-N-({[(4-chloro-phenyl)-phenyl-methyl]-carbamoyl}-methyl)-propionamide). As a reaction SMILES: Cl.[Cl:2][C:3]1[CH:16]=[CH:15][C:6]([CH:7]([NH2:14])[C:8]2[CH:13]=[CH:12][CH:11]=[CH:10][CH:9]=2)=[CH:5][CH:4]=1.[Cl:17][C:18]1[CH:23]=[CH:22][C:21]([CH2:24][CH2:25][C:26]([NH:28][CH2:29][C:30](O)=[O:31])=[O:27])=[CH:20][CH:19]=1>>[Cl:17][C:18]1[CH:19]=[CH:20][C:21]([CH2:24][CH2:25][C:26]([NH:28][CH2:29][C:30](=[O:31])[NH:14][CH:7]([C:6]2[CH:5]=[CH:4][C:3]([Cl:2])=[CH:16][CH:15]=2)[C:8]2[CH:13]=[CH:12][CH:11]=[CH:10][CH:9]=2)=[O:27])=[CH:22][CH:23]=1 |f:0.1|. Reported procedure: Prepared in analogy to example 1.1 from rac-4-chlorobenzhydrylamine hydrochloride and [3-(4-chloro-phenyl)-propionylamino]-acetic acid (Example 2.1). RXN SMILES: [CH2:1]([O:8][N:9]1[C@@H:13]([CH2:14][O:15][C:16]2[CH:21]=[CH:20][C:19]([Br:22])=[CH:18][CH:17]=2)[CH2:12][NH:11]C1=O)[C:2]1[CH:7]=[CH:6][CH:5]=[CH:4][CH:3]=1.[OH-].[K+]>C(O)C.O>[CH2:1]([O:8][NH:9][C@@H:13]([CH2:14][O:15][C:16]1[CH:21]=[CH:20][C:19]([Br:22])=[CH:18][CH:17]=1)[CH2:12][NH2:11])[C:2]1[CH:3]=[CH:4][CH:5]=[CH:6][CH:7]=1 |f:1.2|. Yields the product C(C1=CC=CC=C1)ON[C@H](CN)COC1=CC=C(C=C1)Br ((2R)-2-((benzyloxy)amino)-3-(4-bromophenoxy)-1-propanamine). Solvent: O (water), C(C)O (ethanol), O (water). Reactants: [OH-].[K+] (KOH), C(C1=CC=CC=C1)ON1C(NC[C@@H]1COC1=CC=C(C=C1)Br)=O ((5R)-1-(benzyloxy)-5-((4-bromophenoxy)methyl)-2-imidazolidinone), [OH-].[K+] (KOH). Reported procedure: A mixture of Example 3F in ethanol (300 mL) was treated with a solution of 30% (w/w) KOH in water (100 mL), heated to reflux, stirred for 8 hours, treated with additional 30% KOH in water (5 mL), stirred for 40 minutes, cooled to room temperature, concentrated to a slurry, and extracted with toluene. The extract was washed with 1M NaOH and brine, dried (Na2SO4), filtered, and concentrated to provide 48.6 g of the desired product. 1H NMR (300 MHz, DMSO-d6) δ7.45 (m, 2H), 7.33 (m, 5H), 6.90 (m, 2H... Conditions: time 8 hour.